Task: describe an organic reaction: reactants, conditions, products, and yield. Dataset: the Open Reaction Database (ORD), a public repository of structured organic reaction records Reactants: Cl (hydrochloride), FC1=C(C=C(C(=O)NC(=N)N)C=C1)C(F)(F)F (4-fluoro-3-trifluoromethylbenzoylguanidine), C1(=CC=CC=C1)O (phenol), C([O-])([O-])=O.[K+].[K+] (potassium carbonate). Solvent: CN(C)C=O (DMF), C(Cl)Cl.CO (methylene chloride methanol). Product: Cl.O(C1=CC=CC=C1)C1=C(C=C(C(=O)NC(=N)N)C=C1)C(F)(F)F (4-Phenoxy-3-trifluoromethylbenzoylguanidine hydrochloride). As a reaction SMILES: F[C:2]1[CH:13]=[CH:12][C:5]([C:6]([NH:8][C:9]([NH2:11])=[NH:10])=[O:7])=[CH:4][C:3]=1[C:14]([F:17])([F:16])[F:15].[C:18]1([OH:24])[CH:23]=[CH:22][CH:21]=[CH:20][CH:19]=1.C(=O)([O-])[O-].[K+].[K+].[ClH:31]>CN(C=O)C.C(Cl)Cl.CO>[ClH:31].[O:24]([C:2]1[CH:13]=[CH:12][C:5]([C:6]([NH:8][C:9]([NH2:11])=[NH:10])=[O:7])=[CH:4][C:3]=1[C:14]([F:17])([F:16])[F:15])[C:18]1[CH:23]=[CH:22][CH:21]=[CH:20][CH:19]=1 |f:2.3.4,7.8,9.10|. Procedure details: Colorless crystals, m.p. 162°-65° C. from 4-fluoro-3-trifluoromethylbenzoylguanidine (30 base) by reaction with phenol in the presence of potassium carbonate in DMF at 120° C., aqueous work-up, column chromatography, methylene chloride/methanol 9:1, followed by hydrochloride formation Run in CO (methanol). Reaction SMILES: [Cl:1][C:2]1[CH:12]=[C:11]([CH2:13][C:14]#[N:15])[CH:10]=[CH:9][C:3]=1[C:4]([O:6][CH2:7][CH3:8])=[O:5].N.[H][H]>[Ni].CO>[NH2:15][CH2:14][CH2:13][C:11]1[CH:10]=[CH:9][C:3]([C:4]([O:6][CH2:7][CH3:8])=[O:5])=[C:2]([Cl:1])[CH:12]=1. Product: NCCC1=CC(=C(C(=O)OCC)C=C1)Cl (Ethyl 4-(2-Aminoethyl)-2-chlorobenzoate). Reported procedure: A mixture composed of 1.9 g (8.5 mmol) of ethyl 2-chloro-4-(cyanomethyl)benzoate, 0.5 g of Raney nickel in 70 ml of methanol containing a few ml of liquid ammonia is subjected to a hydrogen pressure of about 60 kg/cm2, at 50° C. for 5 h, and then at 80° C. for 4.5 h. After filtration of the reaction medium, 1.5 g of oil are obtained (Yield=77%). Isolated yield 77.0%. Run at time 4.5 hour. The reagents and catalysts are [Ni] (Raney nickel). Starting materials: ClC1=C(C(=O)OCC)C=CC(=C1)CC#N (ethyl 2-chloro-4-(cyanomethyl)benzoate), N (ammonia), [H][H] (hydrogen). Starting materials: O (water), BrC=1C=C(C=CC1OCC)C1=NN(C=C1C=C1C(NC(S1)=O)=O)C1=CC=CC=C1 (5-[3-(3-Bromo-4-ethoxy-phenyl)-1-phenyl-1H-pyrazol-4-yl-methylene]-thiazolidine-2,4-dione), BrCC (bromoethane), [H-].[Na+] (Sodium hydride). The solvent is CN(C=O)C (dimethylformamide). Reaction conditions: time 2 hour. Product: BrC=1C=C(C=CC1OCC)C1=NN(C=C1C=C1C(N(C(S1)=O)CC)=O)C1=CC=CC=C1 (5-[3-(3-bromo-4-ethoxy-phenyl)-1-phenyl-1H-pyrazol-4-ylmethylene]-3-ethyl-thiazolidine-2,4-dione). The yield is 49.7%. Reaction SMILES: [Br:1][C:2]1[CH:3]=[C:4]([C:11]2[C:15]([CH:16]=[C:17]3[S:21][C:20](=[O:22])[NH:19][C:18]3=[O:23])=[CH:14][N:13]([C:24]3[CH:29]=[CH:28][CH:27]=[CH:26][CH:25]=3)[N:12]=2)[CH:5]=[CH:6][C:7]=1[O:8][CH2:9][CH3:10].[H-].[Na+].Br[CH2:33][CH3:34].O>CN(C)C=O>[Br:1][C:2]1[CH:3]=[C:4]([C:11]2[C:15]([CH:16]=[C:17]3[S:21][C:20](=[O:22])[N:19]([CH2:33][CH3:34])[C:18]3=[O:23])=[CH:14][N:13]([C:24]3[CH:25]=[CH:26][CH:27]=[CH:28][CH:29]=3)[N:12]=2)[CH:5]=[CH:6][C:7]=1[O:8][CH2:9][CH3:10] |f:1.2|. Procedure details: 5-[3-(3-Bromo-4-ethoxy-phenyl)-1-phenyl-1H-pyrazol-4-yl-methylene]-thiazolidine-2,4-dione (Compound No. 77, 0.10 mg, 0.21 mmol) was dissolved in 1.00 mL of anhydrous dimethylformamide. Sodium hydride (12.74 mg, 0.32 mmol) was added under nitrogen atmosphere and bromoethane (23.72 μL, 0.32 mmol) was added 5 minutes later. The mixture was stirred at room temperature for 2 hours. When the reaction was completed, 10 mL of water was added and the solution was extracted with dichloromethane (10 mL×2 t...